This data is from the Open Reaction Database (ORD), a public repository of structured organic reaction records. The task is: describe an organic reaction: reactants, conditions, products, and yield Starting materials: OC1=CC=C(C=C1)C=1C2=CC=C(N2)C(=C2C=CC(C(=C3C=CC(=C(C=4C=CC1N4)C4=CC=C(C=C4)O)N3)C3=CC=C(C=C3)O)=N2)C2=CC=C(C=C2)O (5,10,15,20-tetrakis-(4-Hydroxy-phenyl)-porphyrin), C([O-])([O-])=O.[K+].[K+] (potassium carbonate), C(CCCCCCCCCCC)Br (dodecyl bromide). Run in CN(C)C=O (DMF), CN(C)C=O (DMF). Reaction conditions: temperature 55 celsius, time 2 hour. The product is C(CCCCCCCCCCC)OC1=CC=C(C=C1)C=1C2=CC=C(N2)C(=C2C=CC(C(=C3C=CC(=C(C=4C=CC1N4)C4=CC=C(C=C4)O)N3)C3=CC=C(C=C3)O)=N2)C2=CC=C(C=C2)O (5-(4-Dodecyloxy-phenyl)-10,15,20-tris-(4-hydroxy-phenyl)-porphyrin). Reaction SMILES: [OH:1][C:2]1[CH:7]=[CH:6][C:5]([C:8]2[C:9]3[NH:13][C:12]([C:14]([C:46]4[CH:51]=[CH:50][C:49]([OH:52])=[CH:48][CH:47]=4)=[C:15]4[N:45]=[C:18]([C:19]([C:38]5[CH:43]=[CH:42][C:41]([OH:44])=[CH:40][CH:39]=5)=[C:20]5[NH:37][C:23](=[C:24]([C:30]6[CH:35]=[CH:34][C:33]([OH:36])=[CH:32][CH:31]=6)[C:25]6[CH:26]=[CH:27][C:28]=2[N:29]=6)[CH:22]=[CH:21]5)[CH:17]=[CH:16]4)=[CH:11][CH:10]=3)=[CH:4][CH:3]=1.C(=O)([O-])[O-].[K+].[K+].[CH2:59](Br)[CH2:60][CH2:61][CH2:62][CH2:63][CH2:64][CH2:65][CH2:66][CH2:67][CH2:68][CH2:69][CH3:70]>CN(C=O)C>[CH2:70]([O:52][C:49]1[CH:48]=[CH:47][C:46]([C:14]2[C:12]3[NH:13][C:9]([C:8]([C:5]4[CH:6]=[CH:7][C:2]([OH:1])=[CH:3][CH:4]=4)=[C:28]4[N:29]=[C:25]([C:24]([C:30]5[CH:31]=[CH:32][C:33]([OH:36])=[CH:34][CH:35]=5)=[C:23]5[NH:37][C:20](=[C:19]([C:38]6[CH:43]=[CH:42][C:41]([OH:44])=[CH:40][CH:39]=6)[C:18]6[CH:17]=[CH:16][C:15]=2[N:45]=6)[CH:21]=[CH:22]5)[CH:26]=[CH:27]4)=[CH:10][CH:11]=3)=[CH:51][CH:50]=1)[CH2:69][CH2:68][CH2:67][CH2:66][CH2:65][CH2:64][CH2:63][CH2:62][CH2:61][CH2:60][CH3:59] |f:1.2.3|. Reported procedure: 5,10,15,20-tetrakis-(4-Hydroxy-phenyl)-porphyrin (200 mg, 0.294 mmol) is dissolved and potassium carbonate (487 mg, 3.53 mmol, 12 eqv.) in suspended under argon in absolute DMF (50 mL) and the mixture is heated to 55° C. A solution of dodecyl bromide (49.4 μl, 0.206 mmol), 0.7 eqv.) in absolute DMF (10 mL) is added dropwise during 30 min. The mixture is stirred at 55° C. for 2 h. The solvent is removed in vacuo at 50° C., water (80 mL) is added and the mixture extracted with ethyl acetate (3×40 ... The reactants are COCC1=CC=C(C=N1)OC=1C=C2C=C(NC2=C(C1)OC1CCOCC1)C(=O)N (5-{[6-(methoxymethyl)pyridin-3-yl]oxy}-7-(tetrahydro-2H-pyran-4-yloxy)-1H-indole-2-carboxamide), COC=1C=CC(=CC1)P2(=S)SP(=S)(S2)C=3C=CC(=CC3)OC (Lawesson's reagent), CCCCCC (hexane), C(C)(=O)OCC (ethyl acetate). Solvent: O1CCCC1 (tetrahydrofuran). The product is COCC1=CC=C(C=N1)OC=1C=C2C=C(NC2=C(C1)OC1CCOCC1)C(N)=S (5-{[6-(Methoxymethyl)pyridin-3-yl]oxy}-7-(tetrahydro-2H-pyran-4-yloxy)-1H-indole-2-carbothioamide). Yield: 99.4%. RXN SMILES: [CH3:1][O:2][CH2:3][C:4]1[N:9]=[CH:8][C:7]([O:10][C:11]2[CH:12]=[C:13]3[C:17](=[C:18]([O:20][CH:21]4[CH2:26][CH2:25][O:24][CH2:23][CH2:22]4)[CH:19]=2)[NH:16][C:15]([C:27]([NH2:29])=O)=[CH:14]3)=[CH:6][CH:5]=1.COC1C=CC(P2(SP(C3C=CC(OC)=CC=3)(=S)S2)=[S:39])=CC=1.C(OCC)(=O)C.CCCCCC>O1CCCC1>[CH3:1][O:2][CH2:3][C:4]1[N:9]=[CH:8][C:7]([O:10][C:11]2[CH:12]=[C:13]3[C:17](=[C:18]([O:20][CH:21]4[CH2:26][CH2:25][O:24][CH2:23][CH2:22]4)[CH:19]=2)[NH:16][C:15]([C:27](=[S:39])[NH2:29])=[CH:14]3)=[CH:6][CH:5]=1. Procedure: To a solution of 5-{[6-(methoxymethyl)pyridin-3-yl]oxy}-7-(tetrahydro-2H-pyran-4-yloxy)-1H-indole-2-carboxamide (1.45 g) in tetrahydrofuran (20 mL) was added a Lawesson's reagent (1.6 g), and the mixture was stirred with heating under reflux for 1 hr. The reaction mixture was cooled, and concentrated under reduced pressure. The obtained crude product was subjected to silica gel column chromatography (ethyl acetate:hexane=0:100 to 100:0, volume ratio) to give the title compound (1.5 g, yield 99%)... Reactants: IC1=CC=C2C(=NN(C2=C1)C1=NC(=NC=C1)N)C(=O)N1CCOCC1 (4-{6-iodo-3-[(morpholin-4-yl)carbonyl]-1H-indazol-1-yl}pyrimidin-2-amine), N1CCCCC1 (piperidine), O1C(=NC=C1)C(C)(C#C)O (2-(1,3-oxazol-2-yl)but-3-yn-2-ol). Reagents/catalysts: C=1C=CC(=CC1)[P](C=2C=CC=CC2)(C=3C=CC=CC3)[Pd]([P](C=4C=CC=CC4)(C=5C=CC=CC5)C=6C=CC=CC6)([P](C=7C=CC=CC7)(C=8C=CC=CC8)C=9C=CC=CC9)[P](C=1C=CC=CC1)(C=1C=CC=CC1)C=1C=CC=CC1 (tetrakis(triphenylphosphine)palladium(0)), [Cu]I (copper(I) iodide). Reaction conditions: temperature 35 celsius, time 2.5 hour. Product: NC1=NC=CC(=N1)N1N=C(C2=CC=C(C=C12)C#CC(C)(O)C=1OC=CN1)C(=O)N1CCOCC1 (4-[1-(2-aminopyrimidin-4-yl)-3-[(morpholin-4-yl)carbonyl]-1H-indazol-6-yl]-2-(1,3-oxazol-2-yl)but-3-yn-2-ol). The yield is 40.9%. As a reaction SMILES: I[C:2]1[CH:10]=[C:9]2[C:5]([C:6]([C:18]([N:20]3[CH2:25][CH2:24][O:23][CH2:22][CH2:21]3)=[O:19])=[N:7][N:8]2[C:11]2[CH:16]=[CH:15][N:14]=[C:13]([NH2:17])[N:12]=2)=[CH:4][CH:3]=1.N1CCCCC1.[O:32]1[CH:36]=[CH:35][N:34]=[C:33]1[C:37]([OH:41])([C:39]#[CH:40])[CH3:38]>C1C=CC([P]([Pd]([P](C2C=CC=CC=2)(C2C=CC=CC=2)C2C=CC=CC=2)([P](C2C=CC=CC=2)(C2C=CC=CC=2)C2C=CC=CC=2)[P](C2C=CC=CC=2)(C2C=CC=CC=2)C2C=CC=CC=2)(C2C=CC=CC=2)C2C=CC=CC=2)=CC=1.[Cu]I>[NH2:17][C:13]1[N:12]=[C:11]([N:8]2[C:9]3[C:5](=[CH:4][CH:3]=[C:2]([C:40]#[C:39][C:37]([C:33]4[O:32][CH:36]=[CH:35][N:34]=4)([OH:41])[CH3:38])[CH:10]=3)[C:6]([C:18]([N:20]3[CH2:25][CH2:24][O:23][CH2:22][CH2:21]3)=[O:19])=[N:7]2)[CH:16]=[CH:15][N:14]=1 |^1:45,47,66,85|. Procedure details: To a pressure tube was added 4-{6-iodo-3-[(morpholin-4-yl)carbonyl]-1H-indazol-1-yl}pyrimidin-2-amine (150 mg, 0.33 mmol) followed by piperidine (2.0 mL), tetrakis(triphenylphosphine)palladium(0) (38.5 mg, 0.03 mmol), copper(I) iodide (6.35 mg, 0.03 mmol) and 2-(1,3-oxazol-2-yl)but-3-yn-2-ol (68.53 mg, 0.5 mmol). The reaction was capped and stirred at 35° C. for 2.5 hr. The reaction mixture was concentrated in vacuo. DCM (5 mL×2) added and the mixture was concentrated in vacuo. Purification by c... Starting materials: COc1ccc(F)c(-c2ccc(CO[Si](C)(C)C(C)(C)C)cc2C(O)C(C)(C)C)c1, CS(=O)(=O)Cl, ClCCl, O. Product: COc1ccc(F)c(-c2ccc(CO[Si](C)(C)C(C)(C)C)cc2C(Cl)C(C)(C)C)c1. RXN SMILES: [CH3:1][C:2]([CH3:3])([CH3:4])[Si:5]([O:6][CH2:7][c:8]1[cH:9][c:10]([CH:23]([C:24]([CH3:25])([CH3:26])[CH3:27])[OH:28])[c:11](-[c:14]2[c:15]([F:22])[cH:16][cH:17][c:18]([O:20][CH3:21])[cH:19]2)[cH:12][cH:13]1)([CH3:29])[CH3:30].[CH3:31][S:32]([Cl:33])(=[O:34])=[O:35].[Cl:36][CH2:37][Cl:38].[OH2:39]>>[CH3:1][C:2]([CH3:3])([CH3:4])[Si:5]([O:6][CH2:7][c:8]1[cH:9][c:10]([CH:23]([C:24]([CH3:25])([CH3:26])[CH3:27])[Cl:33])[c:11](-[c:14]2[c:15]([F:22])[cH:16][cH:17][c:18]([O:20][CH3:21])[cH:19]2)[cH:12][cH:13]1)([CH3:29])[CH3:30]. RXN SMILES: [F:1][C:2]([F:35])([CH2:27][O:28][C:29]1[CH:34]=[CH:33][CH:32]=[CH:31][CH:30]=1)[CH2:3][CH2:4][C@H:5]1[C@H:9]([O:10]C2CCCCO2)[CH2:8][C:7](=[O:17])[C@@H:6]1[CH2:18]/[CH:19]=[CH:20]\[CH2:21][CH2:22][CH2:23][C:24]([OH:26])=[O:25]>C(O)(=O)C.O.C1COCC1>[F:1][C:2]([F:35])([CH2:27][O:28][C:29]1[CH:30]=[CH:31][CH:32]=[CH:33][CH:34]=1)[CH2:3][CH2:4][C@H:5]1[C@H:9]([OH:10])[CH2:8][C:7](=[O:17])[C@@H:6]1[CH2:18]/[CH:19]=[CH:20]\[CH2:21][CH2:22][CH2:23][C:24]([OH:26])=[O:25] |f:1.2.3|. Yields the product FC(CC[C@@H]1[C@H](C(C[C@H]1O)=O)C\C=C/CCCC(=O)O)(COC1=CC=CC=C1)F ((Z)-7-((1R,2R,3R)-2-(3,3-difluoro-4-phenoxybutyl)-3-hydroxy-5-oxocyclopentyl)hept-5-enoic acid). Procedure details: (Z)-7-((1R,2R,3R)-2-(3,3-Difluoro-4-phenoxybutyl)-5-oxo-3-(tetrahydro-2H-pyran-2-yloxy)cyclopentyl)hept-5-enoic acid, prepared in Step H, is dissolved in a (4:2:1) solution of acetic acid-water-THF (0.5 M). The solution is stirred for several days at room temperature until the reaction is complete, as judged by TLC. The crude product is purified by flash chromatography on regular silica gel using ethyl acetate-hexane-acetic acid as eluent to afford the title compound. The solvent is C(C)(=O)O.O.C1CCOC1 (acetic acid water THF). Reactants: FC(CC[C@@H]1[C@H](C(C[C@H]1OC1OCCCC1)=O)C\C=C/CCCC(=O)O)(COC1=CC=CC=C1)F ((Z)-7-((1R,2R,3R)-2-(3,3-Difluoro-4-phenoxybutyl)-5-oxo-3-(tetrahydro-2H-pyran-2-yloxy)cyclopentyl)hept-5-enoic acid). Reactants: CCO, Cl, CCOC(=O)CCc1ccc(OCc2c(C)cc(C)cc2C)c(F)c1, [Na+], [OH-]. Yields the product Cc1cc(C)c(COc2ccc(CCC(=O)O)cc2F)c(C)c1. RXN SMILES: [CH3:29][CH2:30][OH:31].[ClH:28].[F:1][c:2]1[cH:3][c:4]([CH2:19][CH2:20][C:21](=[O:22])[O:23][CH2:24][CH3:25])[cH:5][cH:6][c:7]1[O:8][CH2:9][c:10]1[c:11]([CH3:18])[cH:12][c:13]([CH3:17])[cH:14][c:15]1[CH3:16].[Na+:27].[OH-:26]>>[F:1][c:2]1[cH:3][c:4]([CH2:19][CH2:20][C:21](=[O:22])[OH:23])[cH:5][cH:6][c:7]1[O:8][CH2:9][c:10]1[c:11]([CH3:18])[cH:12][c:13]([CH3:17])[cH:14][c:15]1[CH3:16].